This data is from the Open Reaction Database (ORD), a public repository of structured organic reaction records. The task is: describe an organic reaction: reactants, conditions, products, and yield Yields the product C[Si](C)(C)CCOCn1cc(Cl)c2nc(N=C(c3ccccc3)c3ccccc3)cnc21. Reaction SMILES: [Br:1][c:2]1[n:3][c:4]2[c:5]([n:6][cH:7]1)[n:8]([CH2:12][O:13][CH2:14][CH2:15][Si:16]([CH3:17])([CH3:18])[CH3:19])[cH:9][c:10]2[Cl:11].[C:20]([c:21]1[cH:22][cH:23][cH:24][cH:25][cH:26]1)([c:27]1[cH:28][cH:29][cH:30][cH:31][cH:32]1)=[NH:33].[C:34](=[O:35])([O-:36])[O-:37].[CH2:86]1[O:87][CH2:88][CH2:89][CH2:90]1.[Cs+:38].[Cs+:39].[O-:92][C:93]([CH3:94])=[O:95].[O-:96][C:97]([CH3:98])=[O:99].[Pd+2:91].[cH:40]1[cH:41][cH:42][c:43]([P:44]([c:45]2[cH:46][cH:47][c:48]3[c:49]([cH:50][cH:51][cH:52][cH:53]3)[c:54]2-[c:55]2[c:56]3[c:57]([cH:58][cH:59][cH:60][cH:61]3)[cH:62][cH:63][c:64]2[P:65]([c:66]2[cH:67][cH:68][cH:69][cH:70][cH:71]2)[c:72]2[cH:73][cH:74][cH:75][cH:76][cH:77]2)[c:78]2[cH:79][cH:80][cH:81][cH:82][cH:83]2)[cH:84][cH:85]1>>[c:2]1([N:33]=[C:20]([c:21]2[cH:22][cH:23][cH:24][cH:25][cH:26]2)[c:27]2[cH:28][cH:29][cH:30][cH:31][cH:32]2)[n:3][c:4]2[c:5]([n:6][cH:7]1)[n:8]([CH2:12][O:13][CH2:14][CH2:15][Si:16]([CH3:17])([CH3:18])[CH3:19])[cH:9][c:10]2[Cl:11]. Starting materials: C[Si](C)(C)CCOCn1cc(Cl)c2nc(Br)cnc21, N=C(c1ccccc1)c1ccccc1, O=C([O-])[O-], C1CCOC1, [Cs+], [Cs+], CC(=O)[O-], CC(=O)[O-], [Pd+2], c1ccc(P(c2ccccc2)c2ccc3ccccc3c2-c2c(P(c3ccccc3)c3ccccc3)ccc3ccccc23)cc1. Yields the product COc1cc(N)ccc1Br. As a reaction SMILES: [Br:1][c:2]1[c:3]([O:11][CH3:12])[cH:4][c:5]([N+:8]([O-:9])=[O:10])[cH:6][cH:7]1.[CH3:15][OH:16].[Cl-:13].[Fe:18].[NH4+:14].[OH2:17]>>[Br:1][c:2]1[c:3]([O:11][CH3:12])[cH:4][c:5]([NH2:8])[cH:6][cH:7]1. Starting materials: COc1cc([N+](=O)[O-])ccc1Br, CO, [Cl-], [Fe], [NH4+], O. Starting materials: C1(=CC=CC=C1)N1N=C(C=C1C1=CC=C(C=C1)C)CCC=O (3-(1-phenyl-5-p-tolyl-1H-pyrazol-3-yl)propanal), [BH-](OC(=O)C)(OC(=O)C)OC(=O)C.[Na+] (NaBH(OAc)3), FC1=C(C=CC=C1)N1CCNCC1 (1-(2-fluorophenyl)piperazine), CCN(C(C)C)C(C)C (DIPEA). The product is FC1=C(C=CC=C1)N1CCN(CC1)CCCC1=NN(C(=C1)C1=CC=C(C=C1)C)C1=CC=CC=C1 (1-(2-fluorophenyl)-4-(3-(1-phenyl-5-p-tolyl-1H-pyrazol-3-yl)propyl)piperazine). As a reaction SMILES: [C:1]1([N:7]2[C:11]([C:12]3[CH:17]=[CH:16][C:15]([CH3:18])=[CH:14][CH:13]=3)=[CH:10][C:9]([CH2:19][CH2:20][CH:21]=O)=[N:8]2)[CH:6]=[CH:5][CH:4]=[CH:3][CH:2]=1.[F:23][C:24]1[CH:29]=[CH:28][CH:27]=[CH:26][C:25]=1[N:30]1[CH2:35][CH2:34][NH:33][CH2:32][CH2:31]1.CCN(C(C)C)C(C)C.[BH-](OC(C)=O)(OC(C)=O)OC(C)=O.[Na+]>>[F:23][C:24]1[CH:29]=[CH:28][CH:27]=[CH:26][C:25]=1[N:30]1[CH2:35][CH2:34][N:33]([CH2:21][CH2:20][CH2:19][C:9]2[CH:10]=[C:11]([C:12]3[CH:17]=[CH:16][C:15]([CH3:18])=[CH:14][CH:13]=3)[N:7]([C:1]3[CH:6]=[CH:5][CH:4]=[CH:3][CH:2]=3)[N:8]=2)[CH2:32][CH2:31]1 |f:3.4|. Procedure: 105 mg (77%) of target compound was obtained by using a method same as in Example 1 by using 3-(1-phenyl-5-p-tolyl-1H-pyrazol-3-yl)propanal (80 mg, 0.276 mmol), 1-(2-fluorophenyl)piperazine (50 mg, 0.276 mmol), DIPEA (0.072 mL, 0.414 mmol) and NaBH(OAc)3 (175 mg, 0.828 mmol). Starting materials: Cl (HCl), C(C1=CC=CC=C1)N1CC(C(CC1)C(=O)OCC)=O (Ethyl 1-benzyl-3-oxopiperidine-4-carboxylate), C(C)(=O)O.C(=N)N (formamidine aceate), CC[O-].[Na+] (NaOEt). The reagents and catalysts are C(C1=CC=CC=C1)N1CC(C(CC1)C(=O)OCC)=O (ethyl 1-benzyl-3-oxopiperidine-4-carboxylate). The solvent is C(Cl)Cl (DCM), CCO (EtOH), CO (MeOH). Conditions: temperature 0 celsius, time 4 hour. Yields the product C(C1=CC=CC=C1)N1CC=2N=CN=C(C2CC1)O (7-benzyl-5,6,7,8-tetrahydropyrido[3,4-d]pyrimidin-4-ol). Yield: 180.5%. As a reaction SMILES: [CH2:1]([N:8]1[CH2:13][CH2:12][CH:11]([C:14]([O:16]CC)=O)[C:10](=O)[CH2:9]1)[C:2]1[CH:7]=[CH:6][CH:5]=[CH:4][CH:3]=1.C(O)(=O)C.[CH:24]([NH2:26])=[NH:25].CC[O-].[Na+].Cl>C(N1CCC(C(OCC)=O)C(=O)C1)C1C=CC=CC=1.CO.C(Cl)Cl.CCO>[CH2:1]([N:8]1[CH2:13][CH2:12][C:11]2[C:14]([OH:16])=[N:26][CH:24]=[N:25][C:10]=2[CH2:9]1)[C:2]1[CH:7]=[CH:6][CH:5]=[CH:4][CH:3]=1 |f:1.2,3.4|. Procedure details: Ethyl 1-benzyl-3-oxopiperidine-4-carboxylate (30 g, 101 mmol) was combined with formamidine aceate (10.5 g, 101 mmol) and EtOH (450 mL) in a 2-liter flask. The resulting mixture was stirred at 0° C. and treated with NaOEt (21% in EtOH) (112.6 mL, 299 mmol). The reaction was heated at 60° C. overnight and monitored for completion via 1 cms and TLC (DCM:MeOH:: 95:5). Additional ethyl 1-benzyl-3-oxopiperidine-4-carboxylate (2 g, 6.6 mmol) was added after 12 h with continued heating at 60° C. The re... The product is CC(C)NC(=O)c1cccc(C2Nc3ccc(C(=O)O)cc3CC2(C)C)c1. Reaction SMILES: [CH3:31][CH2:32][O:33][C:34](=[O:35])[CH3:36].[CH3:38][OH:39].[CH:1]([CH3:2])([CH3:3])[NH:4][C:5](=[O:6])[c:7]1[cH:8][c:9]([CH:13]2[NH:14][c:15]3[cH:16][cH:17][c:18]([C:25](=[O:26])[O:27][CH3:28])[cH:19][c:20]3[CH2:21][C:22]2([CH3:23])[CH3:24])[cH:10][cH:11][cH:12]1.[ClH:37].[Na+:30].[OH-:29].[OH2:40]>>[CH:1]([CH3:2])([CH3:3])[NH:4][C:5](=[O:6])[c:7]1[cH:8][c:9]([CH:13]2[NH:14][c:15]3[cH:16][cH:17][c:18]([C:25](=[O:26])[OH:27])[cH:19][c:20]3[CH2:21][C:22]2([CH3:23])[CH3:24])[cH:10][cH:11][cH:12]1. The reactants are CCOC(C)=O, CO, COC(=O)c1ccc2c(c1)CC(C)(C)C(c1cccc(C(=O)NC(C)C)c1)N2, Cl, [Na+], [OH-], O. Reactants: BrC=1C=C(C(=NC1)OC)N[C@H]1CN(CCC1)C(=O)OC(C)(C)C ((R)-tert-Butyl 3-((5-bromo-2-methoxypyridin-3-yl)amino)piperidine-1-carboxylate), ClCC(=O)N1C[C@@H](CCC1)NC1=CC(=CNC1=O)C1=CC=NC=C1 ((R)-5-((1-(2-Chloroacetyl)piperidin-3-yl)amino)-[3,4′-bipyridin]-6(1H)-one). The product is C(C=C)(=O)N1C[C@@H](CC1)NC1=CC(=CNC1=O)C1=CC=NC=C1 ((R)-5-((1-Acryloylpyrrolidin-3-yl)amino)-[3,4′-bipyridin]-6(1H)-one). RXN SMILES: BrC1C=C(N[C@@H]2CCCN(C(OC(C)(C)C)=O)C2)C([O:8]C)=NC=1.Cl[CH2:25][C:26]([N:28]1[CH2:33][CH2:32][CH2:31][C@@H:30]([NH:34][C:35]2[C:40](=[O:41])[NH:39][CH:38]=[C:37]([C:42]3[CH:47]=[CH:46][N:45]=[CH:44][CH:43]=3)[CH:36]=2)[CH2:29]1)=O>>[C:33]([N:28]1[CH2:26][CH2:25][C@@H:30]([NH:34][C:35]2[C:40](=[O:41])[NH:39][CH:38]=[C:37]([C:42]3[CH:47]=[CH:46][N:45]=[CH:44][CH:43]=3)[CH:36]=2)[CH2:29]1)(=[O:8])[CH:32]=[CH2:31]. Procedure: Following Example 1, but using (R)-tert-butyl 3-aminopyrrolidine-1-carboxylate (Example 1 Step 3) and reaction with acroyl chloride (Example 1 Step 6) provided the desired compound after purification: 1H NMR (300 MHz, DMSO-d6) 11.86 (br s, 1H), 8.52, (d, J=4.8 Hz, 2H), 7.64 (br s 2H), 7.28 (br s, 1H), 6.75 (d, J=7.2 Hz, 1H), 6.50-6.70 (m, 1H), 6.13 (d, J=16.8 Hz, 1H), 6.55-6.75 (m, 2H), 4.10-4.30 (m, 1H), 3.90-4.05 (m, 1H), 3.20-3.65 (m, 3H), 1.85-2.35 (m, 2H); MS (ES) m/z 311 (M+H). Reactants: C(C)OC([C@H](CC1=CC=C(C=C1)OCC(=O)O)OC)=O ((2S)-3-(4-carboxymethoxy-phenyl)-2-methoxy-propionic acid ethyl ester), ClC1=CC=C(C=C1)C(N1CCNCC1)C1=CC=CC=C1 (1-[(4-chloro-phenyl)-phenyl-methyl]-piperazine), C(C)O[C@H](C(=O)O)CC1=CC=C(C=C1)O[C@H](C)C(NCCC1=CC=C(C=C1)OC1=CC=CC=C1)=O ((2S,1R)-2-ethoxy-3-(4-{1-[2-(4-phenoxy-phenyl)-ethylcarbamoyl]-ethoxy}-phenyl)-propionic acid). Yields the product ClC1=CC=C(C=C1)C(N1CCN(CC1)C(COC1=CC=C(C=C1)C[C@@H](C(=O)O)OC)=O)C1=CC=CC=C1 ((2S)-3-[4-(2-{4-[(4-chloro-phenyl)-phenyl-methyl]-piperazin-1-yl}-2-oxo-ethoxy)-phenyl]-2-methoxy-propionic acid). As a reaction SMILES: C([O:3][C:4](=[O:20])[C@@H:5]([O:18][CH3:19])[CH2:6][C:7]1[CH:12]=[CH:11][C:10]([O:13][CH2:14][C:15]([OH:17])=O)=[CH:9][CH:8]=1)C.[Cl:21][C:22]1[CH:27]=[CH:26][C:25]([CH:28]([C:35]2[CH:40]=[CH:39][CH:38]=[CH:37][CH:36]=2)[N:29]2[CH2:34][CH2:33][NH:32][CH2:31][CH2:30]2)=[CH:24][CH:23]=1.C(O[C@@H](CC1C=CC(O[C@@H](C(=O)NCCC2C=CC(OC3C=CC=CC=3)=CC=2)C)=CC=1)C(O)=O)C>>[Cl:21][C:22]1[CH:23]=[CH:24][C:25]([CH:28]([C:35]2[CH:36]=[CH:37][CH:38]=[CH:39][CH:40]=2)[N:29]2[CH2:30][CH2:31][N:32]([C:15](=[O:17])[CH2:14][O:13][C:10]3[CH:9]=[CH:8][C:7]([CH2:6][C@H:5]([O:18][CH3:19])[C:4]([OH:3])=[O:20])=[CH:12][CH:11]=3)[CH2:33][CH2:34]2)=[CH:26][CH:27]=1. Reported procedure: The title compound was prepared from (2S)-3-(4-carboxymethoxy-phenyl)-2-methoxy-propionic acid ethyl ester (PREPARATION 3, step 2) and 1-[(4-chloro-phenyl)-phenyl-methyl]-piperazine via the same procedure used for the preparation of (2S,1R)-2-ethoxy-3-(4-{1-[2-(4-phenoxy-phenyl)-ethylcarbamoyl]-ethoxy}-phenyl)-propionic acid (Example 1, step 3) to produce a colorless oil. MS (ES) for C29H31ClN2O5 [M+H]+: 524. Starting materials: C1(CCCCC1)CCCCN1C(C[C@@H]2C3=C(CC[C@H]12)C(=CC=C3)OC)=O (rac-cis-3-(4-cyclohexyl-butyl)-1,3,3a, 4,5,9b-hexahydro-6-methoxy-2H-benzo[e]indol-2-one), C1CCOC1.O (THF water), [OH-].[Na+] (NaOH), [H-].[Al+3].[Li+].[H-].[H-].[H-] (lithium aluminum hydride). As a reaction SMILES: [H-].[Al+3].[Li+].[H-].[H-].[H-].[CH:7]1([CH2:13][CH2:14][CH2:15][CH2:16][N:17]2[C@@H:25]3[C@@H:20]([C:21]4[CH:29]=[CH:28][CH:27]=[C:26]([O:30][CH3:31])[C:22]=4[CH2:23][CH2:24]3)[CH2:19][C:18]2=O)[CH2:12][CH2:11][CH2:10][CH2:9][CH2:8]1.C1COCC1.O.[OH-].[Na+]>C1COCC1.O>[CH:7]1([CH2:13][CH2:14][CH2:15][CH2:16][N:17]2[C@@H:25]3[C@@H:20]([C:21]4[CH:29]=[CH:28][CH:27]=[C:26]([O:30][CH3:31])[C:22]=4[CH2:23][CH2:24]3)[CH2:19][CH2:18]2)[CH2:12][CH2:11][CH2:10][CH2:9][CH2:8]1 |f:0.1.2.3.4.5,7.8,9.10|. The yield is 93.0%. The product is C1(CCCCC1)CCCCN1CC[C@@H]2C3=C(CC[C@H]12)C(=CC=C3)OC (rac-cis-3-(4-cyclohexyl-butyl)-2,3,3a,4,5,9b-hexahydro-6-methoxy-1H-benzo[e]indole). The solvent is C1CCOC1 (THF), O (water), C1CCOC1 (THF). Procedure: 0.79 g (0.0208 mol) of lithium aluminum hydride was suspended in 20 ml of THF under argon. A solution of 5.60 g (0.01575 mol) of rac-cis-3-(4-cyclohexyl-butyl)-1,3,3a, 4,5,9b-hexahydro-6-methoxy-2H-benzo[e]indol-2-one in 60 ml of THF was added dropwise thereto and the mixture was boiled under reflux for 1/2 hour. 10 ml of THF/water 4:1, 4 ml of 15% aqueous NaOH solution and 2 ml of water were cautiously added dropwise thereto in succession, whereupon the mixture was boiled under reflux for 15 mi...